Dataset: the Open Reaction Database (ORD), a public repository of structured organic reaction records. Task: describe an organic reaction: reactants, conditions, products, and yield The product is Cc1cc(C#Cc2ccc(CC(=O)O)cc2)ccc1C1(OCc2ccccc2)CC1. RXN SMILES: [CH3:1][CH:2]([C:3](=[O:4])[O-:5])[c:6]1[cH:7][cH:8][c:9]([C:12]#[C:13][c:14]2[cH:15][c:16]([CH3:31])[c:17]([C:20]3([O:23][CH2:24][c:25]4[cH:26][cH:27][cH:28][cH:29][cH:30]4)[CH2:21][CH2:22]3)[cH:18][cH:19]2)[cH:10][cH:11]1.[CH3:34][CH2:35][OH:36].[Na+:33].[O:37]1[CH2:38][CH2:39][CH2:40][CH2:41]1.[OH-:32]>>[CH2:2]([C:3](=[O:4])[OH:5])[c:6]1[cH:7][cH:8][c:9]([C:12]#[C:13][c:14]2[cH:15][c:16]([CH3:31])[c:17]([C:20]3([O:23][CH2:24][c:25]4[cH:26][cH:27][cH:28][cH:29][cH:30]4)[CH2:21][CH2:22]3)[cH:18][cH:19]2)[cH:10][cH:11]1. Starting materials: Cc1cc(C#Cc2ccc(C(C)C(=O)[O-])cc2)ccc1C1(OCc2ccccc2)CC1, CCO, [Na+], C1CCOC1, [OH-].